From a dataset of the Open Reaction Database (ORD), a public repository of structured organic reaction records. describe an organic reaction: reactants, conditions, products, and yield Reactants: CCCCCCCCC1CCC(C(=O)Cl)CC1, ClCCl, Cc1ccccc1, O=C(Cl)C(=O)Cl, N#Cc1ccc(O)c(F)c1F, c1ccncc1. Yields the product CCCCCCCCC1CCC(C(=O)Oc2ccc(C#N)c(F)c2F)CC1. RXN SMILES: [CH2:1]([CH2:2][CH2:3][CH2:4][CH2:5][CH2:6][CH2:7][CH3:8])[CH:9]1[CH2:10][CH2:11][CH:12]([C:15](=[O:16])[Cl:17])[CH2:13][CH2:14]1.[CH2:48]([Cl:49])[Cl:50].[CH3:41][c:42]1[cH:43][cH:44][cH:45][cH:46][cH:47]1.[Cl:18][C:19]([C:20]([Cl:21])=[O:22])=[O:23].[F:24][c:25]1[c:26]([OH:34])[cH:27][cH:28][c:29]([C:32]#[N:33])[c:30]1[F:31].[cH:35]1[cH:36][cH:37][n:38][cH:39][cH:40]1>>[CH2:1]([CH2:2][CH2:3][CH2:4][CH2:5][CH2:6][CH2:7][CH3:8])[CH:9]1[CH2:10][CH2:11][CH:12]([C:15](=[O:16])[O:34][c:26]2[c:25]([F:24])[c:30]([F:31])[c:29]([C:32]#[N:33])[cH:28][cH:27]2)[CH2:13][CH2:14]1.